This data is from the Open Reaction Database (ORD), a public repository of structured organic reaction records. The task is: describe an organic reaction: reactants, conditions, products, and yield The reactants are O=C([O-])[O-], CC(C)=O, O=Cc1ccc(O)cc1Cl, CC(C)c1onc(-c2c(Cl)cccc2Cl)c1CCl, [I-], [K+], [K+], [Na+]. Yields the product CC(C)c1onc(-c2c(Cl)cccc2Cl)c1COc1ccc(C=O)c(Cl)c1. Reaction SMILES: [C:29](=[O:30])([O-:31])[O-:32].[CH3:37][C:38](=[O:39])[CH3:40].[Cl:19][c:20]1[c:21]([CH:22]=[O:23])[cH:24][cH:25][c:26]([OH:28])[cH:27]1.[Cl:1][CH2:2][c:3]1[c:4](-[c:11]2[c:12]([Cl:18])[cH:13][cH:14][cH:15][c:16]2[Cl:17])[n:5][o:6][c:7]1[CH:8]([CH3:9])[CH3:10].[I-:36].[K+:33].[K+:34].[Na+:35]>>[CH2:2]([c:3]1[c:4](-[c:11]2[c:12]([Cl:18])[cH:13][cH:14][cH:15][c:16]2[Cl:17])[n:5][o:6][c:7]1[CH:8]([CH3:9])[CH3:10])[O:28][c:26]1[cH:25][cH:24][c:21]([CH:22]=[O:23])[c:20]([Cl:19])[cH:27]1. The reactants are ice, atmosphere, B.C1CCOC1 (BH3.THF), BrCCCCCCCCCCCCCCCC(=O)O (16-bromohexadecanoic acid). Solvent: C1CCOC1 (THF). Reaction conditions: time 2 hour. The product is BrCCCCCCCCCCCCCCCCO (16-Bromohexadecan-1-ol). Isolated yield 93.2%. As a reaction SMILES: B.C1COCC1.[Br:7][CH2:8][CH2:9][CH2:10][CH2:11][CH2:12][CH2:13][CH2:14][CH2:15][CH2:16][CH2:17][CH2:18][CH2:19][CH2:20][CH2:21][CH2:22][C:23](O)=[O:24]>C1COCC1>[Br:7][CH2:8][CH2:9][CH2:10][CH2:11][CH2:12][CH2:13][CH2:14][CH2:15][CH2:16][CH2:17][CH2:18][CH2:19][CH2:20][CH2:21][CH2:22][CH2:23][OH:24] |f:0.1|. Procedure details: Under inert atmosphere 10 ml of BH3.THF complex (1.0 M THF solution) were added to 30 ml THF solution of 2.15 gr (6.41 mmole) of 16-bromohexadecanoic acid at −20° C. Reaction mixture was stirred at this temperature for 2 hrs and then additional 1 hr at RT. After that time the resulted mixture was poured, with stirring, into a vessel containing 200 ml of ice/saturated sodium bicarbonate aqueous solution. Organic compounds were extracted with 3×200 ml of ether. The ether fractions were combined an... The reactants are Brc1ccncc1, O=C([O-])O, [Li]CCCC, CC(C)(C)[Si](C)(C)OC1CC(C=O)N(Cc2ccccc2)C1, CCOCC, Cl, [Na+], O. The product is CC(C)(C)[Si](C)(C)OC1CC(C(O)c2ccncc2)N(Cc2ccccc2)C1. As a reaction SMILES: [Br:2][c:3]1[cH:4][cH:5][n:6][cH:7][cH:8]1.[C:9](=[O:10])([O-:11])[OH:12].[CH2:14]([Li:15])[CH2:16][CH2:17][CH3:18].[CH2:19]([c:20]1[cH:21][cH:22][cH:23][cH:24][cH:25]1)[N:26]1[CH:27]([CH:39]=[O:40])[CH2:28][CH:29]([O:31][Si:32]([CH3:33])([CH3:34])[C:35]([CH3:36])([CH3:37])[CH3:38])[CH2:30]1.[CH2:41]([O:42][CH2:43][CH3:44])[CH3:45].[ClH:1].[Na+:13].[OH2:46]>>[c:3]1([CH:39]([CH:27]2[N:26]([CH2:19][c:20]3[cH:21][cH:22][cH:23][cH:24][cH:25]3)[CH2:30][CH:29]([O:31][Si:32]([CH3:33])([CH3:34])[C:35]([CH3:36])([CH3:37])[CH3:38])[CH2:28]2)[OH:40])[cH:4][cH:5][n:6][cH:7][cH:8]1. Starting materials: O=C([O-])[O-], CN(C)C=O, N#CCCCCl, [K+], [K+], Nc1nc(S)nc2c1nc(O)n2Cc1ccccc1. Yields the product N#CCCCSc1nc(N)c2nc(O)n(Cc3ccccc3)c2n1. Reaction SMILES: [C:20](=[O:21])([O-:22])[O-:23].[CH3:32][N:33]([CH3:34])[CH:35]=[O:36].[Cl:26][CH2:27][CH2:28][CH2:29][C:30]#[N:31].[K+:24].[K+:25].[NH2:1][c:2]1[c:3]2[n:4][c:5]([OH:19])[n:6]([CH2:12][c:13]3[cH:14][cH:15][cH:16][cH:17][cH:18]3)[c:7]2[n:8][c:9]([SH:11])[n:10]1>>[NH2:1][c:2]1[c:3]2[n:4][c:5]([OH:19])[n:6]([CH2:12][c:13]3[cH:14][cH:15][cH:16][cH:17][cH:18]3)[c:7]2[n:8][c:9]([S:11][CH2:27][CH2:28][CH2:29][C:30]#[N:31])[n:10]1. Reactants: c1ccc(COc2ccc(-n3nnnc3C3CC3)cc2)cc1, CCO. The product is Oc1ccc(-n2nnnc2C2CC2)cc1. As a reaction SMILES: [CH2:1]([c:2]1[cH:3][cH:4][cH:5][cH:6][cH:7]1)[O:8][c:9]1[cH:10][cH:11][c:12](-[n:15]2[n:16][n:17][n:18][c:19]2[CH:20]2[CH2:21][CH2:22]2)[cH:13][cH:14]1.[CH3:23][CH2:24][OH:25]>>[OH:8][c:9]1[cH:10][cH:11][c:12](-[n:15]2[n:16][n:17][n:18][c:19]2[CH:20]2[CH2:21][CH2:22]2)[cH:13][cH:14]1. Starting materials: O=S(Cl)Cl, c1ccccc1, OCc1ccc2ncccc2c1. Product: ClCc1ccc2ncccc2c1. RXN SMILES: [S:13]([Cl:14])([Cl:15])=[O:16].[cH:17]1[cH:18][cH:19][cH:20][cH:21][cH:22]1.[n:1]1[cH:2][cH:3][cH:4][c:5]2[cH:6][c:7]([CH2:11][OH:12])[cH:8][cH:9][c:10]12>>[n:1]1[cH:2][cH:3][cH:4][c:5]2[cH:6][c:7]([CH2:11][Cl:15])[cH:8][cH:9][c:10]12. Starting materials: CC(=O)O, CC#N, [I-], [Na+], O=C(O)c1cc(-c2ccc(F)cc2F)ccc1O. Product: O=C(O)c1cc(-c2ccc(F)cc2F)cc(I)c1O. RXN SMILES: [CH3:21][C:22](=[O:23])[OH:24].[CH3:25][C:26]#[N:27].[I-:19].[Na+:20].[OH:1][C:2](=[O:3])[c:4]1[cH:5][c:6](-[c:11]2[cH:12][cH:13][c:14]([F:15])[cH:16][c:17]2[F:18])[cH:7][cH:8][c:9]1[OH:10]>>[OH:1][C:2](=[O:3])[c:4]1[cH:5][c:6](-[c:11]2[cH:12][cH:13][c:14]([F:15])[cH:16][c:17]2[F:18])[cH:7][c:8]([I:19])[c:9]1[OH:10]. Yields the product COC(C1=C(C=C(C(=C1)I)Cl)NC(CC1=CC(=CC(=C1)C)C)=O)=O (4-chloro-2-[2-(3,5-dimethylphenyl)-acetylamino]-5-iodo-benzoic acid methyl ester). Reactants: COC(C1=C(C=C(C(=C1)I)Cl)N)=O (2-amino-4-chloro-5-iodo-benzoic acid methyl ester), CC=1C=C(C=C(C1)C)CC(=O)Cl ((3,5-dimethylphenyl) acetyl chloride). Reported procedure: To a solution of 2-amino-4-chloro-5-iodo-benzoic acid methyl ester (2.26 g in 25 mL dichloroethane) was added (3,5-dimethylphenyl) acetyl chloride (1.2 g in 15 mL dichloroethane) and the mixture heated to 75° C. on an oil bath. After 3 hours, the reaction was cooled and the solvent removed in vacuo. The title compound was isolated by crystallization from methanol (2.7 g). Reaction conditions: temperature 75 celsius, time 3 hour. Reaction SMILES: [CH3:1][O:2][C:3](=[O:13])[C:4]1[CH:9]=[C:8]([I:10])[C:7]([Cl:11])=[CH:6][C:5]=1[NH2:12].[CH3:14][C:15]1[CH:16]=[C:17]([CH2:22][C:23](Cl)=[O:24])[CH:18]=[C:19]([CH3:21])[CH:20]=1>>[CH3:1][O:2][C:3](=[O:13])[C:4]1[CH:9]=[C:8]([I:10])[C:7]([Cl:11])=[CH:6][C:5]=1[NH:12][C:23](=[O:24])[CH2:22][C:17]1[CH:16]=[C:15]([CH3:14])[CH:20]=[C:19]([CH3:21])[CH:18]=1.